From a dataset of the Open Reaction Database (ORD), a public repository of structured organic reaction records. describe an organic reaction: reactants, conditions, products, and yield The reactants are BrC1=NC(=CC=C1)CF (2-bromo-6-(fluoromethyl)-pyridine), C(CC#C)N1N=C2C(=N1)C=CC(=C2)C (2-but-3-ynyl-5-methyl-2H-benzo[d][1,2,3]triazole). Yields the product FCC1=CC=CC(=N1)C#CCCC1=C(C=CC2=NNN=C21)C (4-(6-(Fluoromethyl)pyridin-2-yl but-3-ynyl)-5-methyl-2H-benzo[d][1, 2,3]triazole), FCC1=CC=CC(=N1)C#CCCN1N=C2C(=N1)C=CC(=C2)C (2-(4(6-(fluoromethyl)pyridin-2-yl)but-3-ynyl)-5-methyl-2H-benzo[d][1,2,3]triazole). The yield is 107.7%. RXN SMILES: Br[C:2]1[CH:7]=[CH:6][CH:5]=[C:4]([CH2:8][F:9])[N:3]=1.[CH2:10]([N:14]1[N:18]=[C:17]2[CH:19]=[CH:20][C:21]([CH3:23])=[CH:22][C:16]2=[N:15]1)[CH2:11][C:12]#[CH:13]>>[F:9][CH2:8][C:4]1[N:3]=[C:2]([C:8]#[C:4][CH2:5][CH2:6][C:22]2[C:16]3[C:17](=[N:18][NH:14][N:15]=3)[CH:19]=[CH:20][C:21]=2[CH3:23])[CH:7]=[CH:6][CH:5]=1.[F:9][CH2:8][C:4]1[N:3]=[C:2]([C:13]#[C:12][CH2:11][CH2:10][N:14]2[N:18]=[C:17]3[CH:19]=[CH:20][C:21]([CH3:23])=[CH:22][C:16]3=[N:15]2)[CH:7]=[CH:6][CH:5]=1. Reported procedure: The title compound was prepared in accordance with the general method of Example 1, from 2-bromo-6-(fluoromethyl)-pyridine (73 mg, 0.39 mmol) and 2-but-3-ynyl-5-methyl-2H-benzo[d][1,2,3]triazole (65 mg, 0.35 mmol). Reaction time: 3 hours. The crude residue was purified by flash chromatography (DCM/MeOH 99:1) to yield 40 mg (0.14 mmol, 39%) of 2-(4(6-(fluoromethyl)pyridin-2-yl)but-3-ynyl)-5-methyl-2H-benzo[d][1,2,3]triazole as a yellow solid. The reactants are Brc1ccc(Br)nc1, CCOC(C)=O, CN(C)C=O, C[S-], [Na+], O. Yields the product CSc1ccc(Br)cn1. As a reaction SMILES: [Br:1][c:2]1[n:3][cH:4][c:5]([Br:8])[cH:6][cH:7]1.[CH3:13][CH2:14][O:15][C:16](=[O:17])[CH3:18].[CH3:19][N:20]([CH3:21])[CH:22]=[O:23].[CH3:9][S-:10].[Na+:11].[OH2:12]>>[c:2]1([S:10][CH3:9])[n:3][cH:4][c:5]([Br:8])[cH:6][cH:7]1. Starting materials: BrC1=CC2=C(C=3NC(C(NC13)=O)=O)CC(C2)NC(C)=O (N-(5-Bromo-2,3-dioxo-2,3,4,7,8,9-hexahydro-1H-cyclopenta[f]quinoxalin-8-yl)-acetamide), [N+](=O)(O)[O-] (nitric acid). Run in FC(C(=O)O)(F)F (trifluoroacetic acid). Reaction conditions: temperature 0 celsius, time 4 hour. Yields the product BrC1=C(C2=C(C=3NC(C(NC13)=O)=O)CC(C2)NC(C)=O)[N+](=O)[O-] (N-(5-bromo-6-nitro-2,3-dioxo-2,3,4,7,8,9-hexahydro-1H-cyclopenta[f]quinoxalin-8-yl)acetamide). Yield: 81.0%. RXN SMILES: [Br:1][C:2]1[C:11]2[NH:10][C:9](=[O:12])[C:8](=[O:13])[NH:7][C:6]=2[C:5]2[CH2:14][CH:15]([NH:17][C:18](=[O:20])[CH3:19])[CH2:16][C:4]=2[CH:3]=1.[N+:21]([O-])([OH:23])=[O:22]>FC(F)(F)C(O)=O>[Br:1][C:2]1[C:11]2[NH:10][C:9](=[O:12])[C:8](=[O:13])[NH:7][C:6]=2[C:5]2[CH2:14][CH:15]([NH:17][C:18](=[O:20])[CH3:19])[CH2:16][C:4]=2[C:3]=1[N+:21]([O-:23])=[O:22]. Procedure: N-(5-Bromo-2,3-dioxo-2,3,4,7,8,9-hexahydro-1H-cyclopenta[f]quinoxalin-8-yl)-acetamide (0.24 g, 0.7 mmol) was dissolved in trifluoroacetic acid (10 mL), cooled in an ice bath to 0° C., and then treated with fuming nitric acid (0.5 mL) and stirred for 4 h at 0° C. After removing the solvent by rotoevaporation, the syrupy residue was triturated with water and the resulting solid was collected by filtration, washed with water and then ether and dried in vacuo (0.22 g, 81% yield). Anal. calc'd for C1... Run in C1CCOC1 (THF). The reactants are BrC(Br)(Br)Br (tetrabromomethane), OCC1CCN(CC1)C(=O)OCC[Si](C)(C)C (2-trimethylsilanylethyl 4-hydroxymethylpiperidine-1-carboxylate), C1(=CC=CC=C1)P(C1=CC=CC=C1)C1=CC=CC=C1 (triphenylphosphine). Procedure details: 19.9 g of 2-trimethylsilanylethyl 4-hydroxymethylpiperidine-1-carboxylate were dissolved in 600 ml of THF. After cooling to 0° C., 50.7 g of tetrabromomethane were added. Then 42.1 g of triphenylphosphine were added in 4 portions at intervals each of 20 min. The mixture was allowed to reach room temperature and was stirred for 14 h. The solvent was then removed in vacuo, and the residue was chromatographed on silica gel. Yields the product BrCC1CCN(CC1)C(=O)OCC[Si](C)(C)C (2-Trimethylsilanylethyl 4-bromomethylpiperidine-1-carboxylate). RXN SMILES: O[CH2:2][CH:3]1[CH2:8][CH2:7][N:6]([C:9]([O:11][CH2:12][CH2:13][Si:14]([CH3:17])([CH3:16])[CH3:15])=[O:10])[CH2:5][CH2:4]1.[Br:18]C(Br)(Br)Br.C1(P(C2C=CC=CC=2)C2C=CC=CC=2)C=CC=CC=1>C1COCC1>[Br:18][CH2:2][CH:3]1[CH2:8][CH2:7][N:6]([C:9]([O:11][CH2:12][CH2:13][Si:14]([CH3:17])([CH3:16])[CH3:15])=[O:10])[CH2:5][CH2:4]1. Conditions: temperature 0 celsius, time 14 hour. Reactants: C(C1=CC=CC=C1)OC(=O)N1[C@@H](C[C@H](C1)OS(=O)(=O)C)COCC(=O)O ((2S,4R)-1-benzyloxycarbonyl-2-carboxymethyloxymethyl-4-methanesulfonyloxypyrrolidine), CC1(OC(CC(O1)=O)=O)C (2,2-dimethyl-1,3-dioxane-4,6-dione), C(C)N=C=NCCCN(C)C (1-ethyl-3-(3-dimethylaminopropyl)carbodiimide). The reagents and catalysts are CN(C1=CC=NC=C1)C (4-(dimethylamino)pyridine). Solvent: ClCCl (dichloromethane). Conditions: time 18 hour. Yields the product C(C1=CC=CC=C1)OC(=O)N1[C@@H](C[C@H](C1)OS(=O)(=O)C)COCC(=O)C1C(OC(OC1=O)(C)C)=O ((2S,4R)-1-benzyloxycarbonyl-2-[2-(2,2-dimethyl-4,6-dioxo-1,3-dioxan-5-yl)-2-oxoethyl]oxymethyl-4-methanesulfonyloxypyrrolidine). Isolated yield 76.9%. RXN SMILES: [CH2:1]([O:8][C:9]([N:11]1[CH2:15][C@H:14]([O:16][S:17]([CH3:20])(=[O:19])=[O:18])[CH2:13][C@H:12]1[CH2:21][O:22][CH2:23][C:24](O)=[O:25])=[O:10])[C:2]1[CH:7]=[CH:6][CH:5]=[CH:4][CH:3]=1.[CH3:27][C:28]1([CH3:36])[O:33][C:32](=[O:34])[CH2:31][C:30](=[O:35])[O:29]1.C(N=C=NCCCN(C)C)C>CN(C)C1C=CN=CC=1.ClCCl>[CH2:1]([O:8][C:9]([N:11]1[CH2:15][C@H:14]([O:16][S:17]([CH3:20])(=[O:19])=[O:18])[CH2:13][C@H:12]1[CH2:21][O:22][CH2:23][C:24]([CH:31]1[C:32](=[O:34])[O:33][C:28]([CH3:36])([CH3:27])[O:29][C:30]1=[O:35])=[O:25])=[O:10])[C:2]1[CH:3]=[CH:4][CH:5]=[CH:6][CH:7]=1. Procedure: To a solution of (2S,4R)-1-benzyloxycarbonyl-2-carboxymethyloxymethyl-4-methanesulfonyloxypyrrolidine (79.4 g), 2,2-dimethyl-1,3-dioxane-4,6-dione (29.55 g) and 4-(dimethylamino)pyridine (25.05 g) in dichloromethane (635 ml) was added 1-ethyl-3-(3-dimethylaminopropyl)carbodiimide (39.3 g) at 5°-10° C. The solution was stirred at the same temperature for one hour and at ambient temperature for 18 hours. The mixture was washed with water (650 ml), 1N hydrochloric acid (650 ml), saturated aqueous s...